Task: describe an organic reaction: reactants, conditions, products, and yield. Dataset: the Open Reaction Database (ORD), a public repository of structured organic reaction records Reactants: C(C)(C)(C)OC(NCC1=C(C(=CC(=C1)N1CCN(CC1)C)Cl)F)=O ([3-chloro-2-fluoro-5-(4-methyl-piperazin-1-yl)-benzyl]-carbamic acid tert-butyl ester), Cl (HCl), O1CCOCC1 (dioxane). The product is ClC=1C(=C(CN)C=C(C1)N1CCC(CC1)OC)F (3-Chloro-2-fluoro-5-(4-methoxy-piperidin-1-yl)-benzylamine). As a reaction SMILES: C(OC(=O)[NH:7][CH2:8][C:9]1[CH:14]=[C:13]([N:15]2[CH2:20][CH2:19]N(C)[CH2:17][CH2:16]2)[CH:12]=[C:11]([Cl:22])[C:10]=1[F:23])(C)(C)C.Cl.[O:26]1[CH2:31]COC[CH2:27]1>>[Cl:22][C:11]1[C:10]([F:23])=[C:9]([CH:14]=[C:13]([N:15]2[CH2:16][CH2:17][CH:27]([O:26][CH3:31])[CH2:19][CH2:20]2)[CH:12]=1)[CH2:8][NH2:7]. Reported procedure: was prepared according to Scheme C1 (step B) from [3-chloro-2-fluoro-5-(4-methyl-piperazin-1-yl)-benzyl]-carbamic acid tert-butyl ester and 4N HCl in dioxane. MS (LC-MS): 273.0 [M]+; tR (HPLC conditions c): 2.97 min.